This data is from the Open Reaction Database (ORD), a public repository of structured organic reaction records. The task is: describe an organic reaction: reactants, conditions, products, and yield Reactants: N[C@@H]1CN(C[C@@H]1C)C1=C2CCN(N3C2=C(C=C1F)C(C(=C3)C(=O)O)=O)C (4-(cis (-) 3-Amino-4-methylpyrrolidin-1-yl)-5-fluoro -2,3-dihydro-1-methyl-7-oxo-1H,7H-pyrido[3,2,1-ij]cinnoline-8-carboxylic acid), Cl (hydrochloric acid). The solvent is C(C)(=O)O (acetic acid). Conditions: time 8 hour. Product: Cl.N[C@@H]1CN(C[C@@H]1C)C1=C2CCN(N3C2=C(C=C1F)C(C(=C3)C(=O)O)=O)C (4-(cis (-) 3-Amino-4-methylpyrrolidin-1-yl)-5-fluoro -2,3-dihydro-1-methyl-7-oxo-1H, 7H-pyrido[3,2,1-ij]cinnoline-8-carboxylic acid Hydrochloride). RXN SMILES: [NH2:1][C@H:2]1[C@@H:6]([CH3:7])[CH2:5][N:4]([C:8]2[C:17]([F:18])=[CH:16][C:15]3[C:19](=[O:25])[C:20]([C:22]([OH:24])=[O:23])=[CH:21][N:13]4[C:14]=3[C:9]=2[CH2:10][CH2:11][N:12]4[CH3:26])[CH2:3]1.[ClH:27]>C(O)(=O)C>[ClH:27].[NH2:1][C@H:2]1[C@@H:6]([CH3:7])[CH2:5][N:4]([C:8]2[C:17]([F:18])=[CH:16][C:15]3[C:19](=[O:25])[C:20]([C:22]([OH:24])=[O:23])=[CH:21][N:13]4[C:14]=3[C:9]=2[CH2:10][CH2:11][N:12]4[CH3:26])[CH2:3]1 |f:3.4|. Procedure: 5.1 g of the compound (30) obtained in Example 5 (1) was dissolved in 110 ml of acetic acid, and then 25 ml of concentrated hydrochloric acid was added to the solution. The solution was stirred overnight at room temperature. The crystal was filtered off and washed successively with ethanol and ether to obtain 4.6 g of crude crystal. The filtrate was removed by distillation, and 80 ml of ethanol was added to the residue, and the deposited crystal was filtered off. The combined crude crystal was r... The reactants are FC(C)(F)C1=CC=C(C=C1)C1=CC=CN2C1=NS(CC2)(=O)=O (9-(4-(1,1-difluoroethyl)phenyl)-3,4-dihydropyrido[2,1-c][1,2,4]thiadiazine 2,2-dioxide). Reagents/catalysts: [Pt](=O)=O (Platinum(IV) oxide). Run in C1CCOC1 (THF), CO (MeOH). Run at time 8 hour. The product is FC(C)(F)C1=CC=C(C=C1)C1CCCN2C1=NS(CC2)(=O)=O (9-[4-(1,1-difluoroethyl)phenyl]-3,4,6,7,8,9-hexahydropyrido[2,1-c][1,2,4]thiadiazine 2,2-dioxide). Yield: 38.4%. RXN SMILES: [F:1][C:2]([C:5]1[CH:10]=[CH:9][C:8]([C:11]2[C:16]3=[N:17][S:18](=[O:22])(=[O:21])[CH2:19][CH2:20][N:15]3[CH:14]=[CH:13][CH:12]=2)=[CH:7][CH:6]=1)([F:4])[CH3:3]>C1COCC1.CO.[Pt](=O)=O>[F:4][C:2]([C:5]1[CH:6]=[CH:7][C:8]([CH:11]2[C:16]3=[N:17][S:18](=[O:22])(=[O:21])[CH2:19][CH2:20][N:15]3[CH2:14][CH2:13][CH2:12]2)=[CH:9][CH:10]=1)([F:1])[CH3:3]. Procedure details: Platinum(IV) oxide (45 mg) was added to a mixture of 9-(4-(1,1-difluoroethyl)phenyl)-3,4-dihydropyrido[2,1-c][1,2,4]thiadiazine 2,2-dioxide (207 mg) in THF (dry) (120 mL) and MeOH (120 mL). The mixture was stirred at room temperature under hydrogen overnight. Activated carbon powder was added and the insoluble solid was removed by filtration through silica gel/Celite pad (eluted with EtOAc) and the filtrate was concentrated in vacuo. The residue was crystallized from THF/IPE to give the title co...